From a dataset of the Open Reaction Database (ORD), a public repository of structured organic reaction records. describe an organic reaction: reactants, conditions, products, and yield Starting materials: CC(=O)O[BH-](OC(C)=O)OC(C)=O, CCC=O, CCN(C(C)C)C(C)C, ClCCCl, Cn1ncc2c1Nc1ccccc1N(C(=O)c1ccc(CNC(=O)C3CCNCC3)c(Cl)c1)C2, Cl, [Na+], CN(C)C=O. Yields the product CCCN1CCC(C(=O)NCc2ccc(C(=O)N3Cc4cnn(C)c4Nc4ccccc43)cc2Cl)CC1. Reaction SMILES: [C:40]([O:41][BH-:42]([O:43][C:44](=[O:45])[CH3:46])[O:47][C:48](=[O:49])[CH3:50])(=[O:51])[CH3:52].[CH:1]([CH2:2][CH3:3])=[O:4].[CH:58]([N:59]([CH2:60][CH3:61])[CH:62]([CH3:63])[CH3:64])([CH3:65])[CH3:66].[Cl:54][CH2:55][CH2:56][Cl:57].[Cl:6][c:7]1[c:8]([CH2:9][NH:10][C:11](=[O:12])[CH:13]2[CH2:14][CH2:15][NH:16][CH2:17][CH2:18]2)[cH:19][cH:20][c:21]([C:23](=[O:24])[N:25]2[c:26]3[c:27]([cH:36][cH:37][cH:38][cH:39]3)[NH:28][c:29]3[n:30]([CH3:35])[n:31][cH:32][c:33]3[CH2:34]2)[cH:22]1.[ClH:5].[Na+:53].[O:67]=[CH:68][N:69]([CH3:70])[CH3:71]>>[CH2:1]([CH2:2][CH3:3])[N:16]1[CH2:15][CH2:14][CH:13]([C:11]([NH:10][CH2:9][c:8]2[c:7]([Cl:6])[cH:22][c:21]([C:23](=[O:24])[N:25]3[c:26]4[c:27]([cH:36][cH:37][cH:38][cH:39]4)[NH:28][c:29]4[n:30]([CH3:35])[n:31][cH:32][c:33]4[CH2:34]3)[cH:20][cH:19]2)=[O:12])[CH2:18][CH2:17]1. Reactants: C1CCOC1, COC(=O)c1c[nH]c(C)c1C, [Na+], [OH-], O, Cc1ccc(S(=O)(=O)Cl)cc1. The product is COC(=O)c1cn(S(=O)(=O)c2ccc(C)cc2)c(C)c1C. Reaction SMILES: [CH2:26]1[O:27][CH2:28][CH2:29][CH2:30]1.[CH3:1][O:2][C:3](=[O:4])[c:5]1[c:6]([CH3:11])[c:7]([CH3:10])[nH:8][cH:9]1.[Na+:13].[OH-:12].[OH2:25].[c:14]1([CH3:24])[cH:15][cH:16][c:17]([S:20](=[O:21])(=[O:22])[Cl:23])[cH:18][cH:19]1>>[CH3:1][O:2][C:3](=[O:4])[c:5]1[c:6]([CH3:11])[c:7]([CH3:10])[n:8]([S:20]([c:17]2[cH:16][cH:15][c:14]([CH3:24])[cH:19][cH:18]2)(=[O:21])=[O:22])[cH:9]1.